This data is from the Open Reaction Database (ORD), a public repository of structured organic reaction records. The task is: describe an organic reaction: reactants, conditions, products, and yield The reactants are C(=O)(OCC)CN=CC1=CC(=C(C=C1)OC)OC (1-(carboethoxy)methyliminomethyl-3,4-dimethoxybenzene), [Li]N(C(C)C)C(C)C (LiNiPr2), COC=1C=C(C=CC1OC)C(C#N)(CCCI)C(C)C (2-(3,4-dimethoxyphenyl)-2-isopropyl-2-(3-iodopropyl)acetonitrile). Solvent: C1CCOC1.CN(C)P(=O)(N(C)C)N(C)C (THF HMPA). Product: C(=O)(OCC)C(CCCC(C(C)C)(C#N)C1=CC(=C(C=C1)OC)OC)N=CC1=CC(=C(C=C1)OC)OC (N-[1-carboethoxy-5-(3,4-dimethoxyphenyl)-5-cyano-5-(isopropyl)pentyl]iminomethyl-3,4-dimethoxybenzene). As a reaction SMILES: [C:1]([CH2:6][N:7]=[CH:8][C:9]1[CH:14]=[CH:13][C:12]([O:15][CH3:16])=[C:11]([O:17][CH3:18])[CH:10]=1)([O:3][CH2:4][CH3:5])=[O:2].[Li]N(C(C)C)C(C)C.[CH3:27][O:28][C:29]1[CH:30]=[C:31]([C:37]([CH:44]([CH3:46])[CH3:45])([CH2:40][CH2:41][CH2:42]I)[C:38]#[N:39])[CH:32]=[CH:33][C:34]=1[O:35][CH3:36]>C1COCC1.CN(P(N(C)C)(N(C)C)=O)C>[C:1]([CH:6]([N:7]=[CH:8][C:9]1[CH:14]=[CH:13][C:12]([O:15][CH3:16])=[C:11]([O:17][CH3:18])[CH:10]=1)[CH2:42][CH2:41][CH2:40][C:37]([C:31]1[CH:32]=[CH:33][C:34]([O:35][CH3:36])=[C:29]([O:28][CH3:27])[CH:30]=1)([C:38]#[N:39])[CH:44]([CH3:46])[CH3:45])([O:3][CH2:4][CH3:5])=[O:2] |f:3.4|. Reported procedure: The resulting imine of formula 24 is then deprotonated using a suitable strong base, and allowed to react with a compound of formula 22 to produce a compound of formula 25 (step 2). For example, 1-(carboethoxy)methyliminomethyl-3,4-dimethoxybenzene (24) is suspended in a solution of LiNiPr2 in THF/HMPA at -78° C., then reacted with 2-(3,4-dimethoxyphenyl)-2-isopropyl-2-(3-iodopropyl)acetonitrile (22) to produce N-[1-carboethoxy-5-(3,4-dimethoxyphenyl)-5-cyano-5-(isopropyl)pentyl]iminomethyl-3,4-... The reactants are NCCN1C=C2N(C(N(C(C2=C1C1=CC(=CC=C1)Cl)=O)C)=O)C (6-(2-Amino-ethyl)-5-(3-chloro-phenyl)-1,3-dimethyl-1,6-dihydro-pyrrolo[3,4-d]pyrimidine-2,4-dione), IC=1SC=C(N1)C (2-iodo-4-methylthiazole), IC=1SC=C(N1)C (2-iodo-4-methylthiazole). Yields the product NCCN1C=C2N(C(N(C(C2=C1C=1SC=C(N1)C)=O)C)=O)C (6-(2-Aminoethyl)-1,3-dimethyl-5-(4-methylthiazol-2-yl)-1H-pyrrolo[3,4-d]pyrimidine-2,4(3H,6H)-dione). RXN SMILES: [NH2:1][CH2:2][CH2:3][N:4]1[C:12]([C:13]2C=CC=C(Cl)C=2)=[C:11]2[C:6]([N:7]([CH3:23])[C:8](=[O:22])[N:9]([CH3:21])[C:10]2=[O:20])=[CH:5]1.IC1[S:26][CH:27]=[C:28]([CH3:30])[N:29]=1>>[NH2:1][CH2:2][CH2:3][N:4]1[C:12]([C:13]2[S:26][CH:27]=[C:28]([CH3:30])[N:29]=2)=[C:11]2[C:6]([N:7]([CH3:23])[C:8](=[O:22])[N:9]([CH3:21])[C:10]2=[O:20])=[CH:5]1. Procedure: The title compound was prepared analogously to Intermediate B by replacing 1-bromo-3-chlorobenzene with 2-iodo-4-methylthiazole (Intermediate F) Starting materials: COc1cccc(C(=O)c2cc(C(=O)O)c3ccc4ccccc4n23)c1, CCOC(C)=O, ClCCl, NCCO. Yields the product COc1cccc(C(=O)c2cc(C(=O)NCCO)c3ccc4ccccc4n23)c1. Reaction SMILES: [CH3:1][O:2][c:3]1[cH:4][c:5]([C:6](=[O:7])[c:8]2[cH:9][c:10]([C:21](=[O:22])[OH:23])[c:11]3[n:12]2[c:13]2[cH:14][cH:15][cH:16][cH:17][c:18]2[cH:19][cH:20]3)[cH:24][cH:25][cH:26]1.[CH3:34][CH2:35][O:36][C:37]([CH3:38])=[O:39].[Cl:31][CH2:32][Cl:33].[NH2:27][CH2:28][CH2:29][OH:30]>>[CH3:1][O:2][c:3]1[cH:4][c:5]([C:6](=[O:7])[c:8]2[cH:9][c:10]([C:21](=[O:23])[NH:27][CH2:28][CH2:29][OH:30])[c:11]3[n:12]2[c:13]2[cH:14][cH:15][cH:16][cH:17][c:18]2[cH:19][cH:20]3)[cH:24][cH:25][cH:26]1. Starting materials: CC(CC(C(=O)O)C=1C=C(C=C(C1)C(F)(F)F)C1=CC=CC=C1)C (4-methyl-2-(5-trifluoromethyl-biphenyl-3-yl)pentanoic acid), CC(CC(C(=O)O)C=1C=C(C=C(C1)C(F)(F)F)C1=CC=CC=C1)C (4-methyl-2-(5-trifluoromethyl-biphenyl-3-yl)pentanoic acid), C(#C)C1=CC=C(C=C1)C(F)(F)F (1-ethynyl-4-trifluoromethyl-benzene). Yields the product CC(CC(C(=O)O)C=1C=C(C=C(C1)C#CC1=CC=C(C=C1)C(F)(F)F)C1=CC=C(C=C1)C(F)(F)F)C (4-Methyl-2-[4′-trifluoromethyl-5-(4-trifluoromethyl-phenylethynyl)-biphenyl-3-yl]-pentanoic acid). RXN SMILES: [CH3:1][CH:2]([CH3:24])[CH2:3][CH:4]([C:8]1[CH:9]=[C:10](C2C=CC=CC=2)[CH:11]=[C:12](C(F)(F)F)[CH:13]=1)[C:5]([OH:7])=[O:6].[C:25]([C:27]1[CH:32]=[CH:31][C:30]([C:33]([F:36])([F:35])[F:34])=[CH:29][CH:28]=1)#[CH:26]>>[CH3:24][CH:2]([CH3:1])[CH2:3][CH:4]([C:8]1[CH:9]=[C:10]([C:27]2[CH:32]=[CH:31][C:30]([C:33]([F:36])([F:35])[F:34])=[CH:29][CH:28]=2)[CH:11]=[C:12]([C:26]#[C:25][C:27]2[CH:32]=[CH:31][C:30]([C:33]([F:34])([F:35])[F:36])=[CH:29][CH:28]=2)[CH:13]=1)[C:5]([OH:7])=[O:6]. Procedure details: The title compound was prepared from a Sonogashira coupling of 4-methyl-2-(5-trifluoromethyl-biphenyl-3-yl)pentanoic acid (intermediate compound 1g) with 1-ethynyl-4-trifluoromethyl-benzene under the conditions described in Example 10; 1H NMR (400 MHz, MeOD) δ ppm 0.86 (dd, J=6.60, 1.96 Hz, 6 H), 1.44 (dt, J=13.45, 6.72 Hz, 1 H), 1.62 (ddd, J=13.82, 7.09, 6.97 Hz, 1 H), 1.87-1.97 (m, 1 H), 3.70 (t, J=7.83 Hz, 1 H), 7.49 (d, J=1.47 Hz, 1 H), 7.57-7.73 (m, 9 H). Starting materials: CCCN(C)C(=O)c1cc(C(C)=O)cc(C(=O)OC)c1, C1CCOC1, CO, [Li+], [OH-], O. Product: CCCN(C)C(=O)c1cc(C(C)=O)cc(C(=O)O)c1. As a reaction SMILES: [C:1]([CH3:2])(=[O:3])[c:4]1[cH:5][c:6]([C:7](=[O:8])[O:9][CH3:10])[cH:11][c:12]([C:14]([N:15]([CH2:16][CH2:17][CH3:18])[CH3:19])=[O:20])[cH:13]1.[CH2:26]1[O:27][CH2:28][CH2:29][CH2:30]1.[CH3:21][OH:22].[Li+:25].[OH-:24].[OH2:23]>>[C:1]([CH3:2])(=[O:3])[c:4]1[cH:5][c:6]([C:7](=[O:8])[OH:9])[cH:11][c:12]([C:14]([N:15]([CH2:16][CH2:17][CH3:18])[CH3:19])=[O:20])[cH:13]1.